This data is from the Open Reaction Database (ORD), a public repository of structured organic reaction records. The task is: describe an organic reaction: reactants, conditions, products, and yield The reactants are CCOc1cc(C(C)(C)C)ccc1C1=NC(C)(c2ccc(Cl)cc2)C(C)(c2ccc(Cl)cc2)N1C(=O)Cl, Cl, Cl, CC(=O)NCCN1CCNCC1. Yields the product CCOc1cc(C(C)(C)C)ccc1C1=NC(C)(c2ccc(Cl)cc2)C(C)(c2ccc(Cl)cc2)N1C(=O)N1CCN(CCNC(C)=O)CC1. RXN SMILES: [C:1]([CH3:2])([CH3:3])([CH3:4])[c:5]1[cH:6][c:7]([O:35][CH2:36][CH3:37])[c:8]([C:11]2=[N:15][C:14]([CH3:16])([c:17]3[cH:18][cH:19][c:20]([Cl:23])[cH:21][cH:22]3)[C:13]([CH3:24])([c:25]3[cH:26][cH:27][c:28]([Cl:31])[cH:29][cH:30]3)[N:12]2[C:32](=[O:33])[Cl:34])[cH:9][cH:10]1.[ClH:38].[ClH:39].[N:40]1([CH2:46][CH2:47][NH:48][C:49]([CH3:50])=[O:51])[CH2:41][CH2:42][NH:43][CH2:44][CH2:45]1>>[C:1]([CH3:2])([CH3:3])([CH3:4])[c:5]1[cH:6][c:7]([O:35][CH2:36][CH3:37])[c:8]([C:11]2=[N:15][C:14]([CH3:16])([c:17]3[cH:18][cH:19][c:20]([Cl:23])[cH:21][cH:22]3)[C:13]([CH3:24])([c:25]3[cH:26][cH:27][c:28]([Cl:31])[cH:29][cH:30]3)[N:12]2[C:32](=[O:33])[N:43]2[CH2:42][CH2:41][N:40]([CH2:46][CH2:47][NH:48][C:49]([CH3:50])=[O:51])[CH2:45][CH2:44]2)[cH:9][cH:10]1. Starting materials: [Si](C1=CC=CC=C1)(C1=CC=CC=C1)(C(C)(C)C)OCC1(N(C=CC1)C1=CC=C(C=C1)C(=O)OCC)C#N (2-tert-butyldiphenylsilyloxymethyl-1-(4-ethoxycarbonylphenyl)pyrrole-2-carbonitrile), [F-].C(CCC)[N+](CCCC)(CCCC)CCCC (tetrabutylammonium fluoride), O1CCCC1 (tetrahydrofuran). Yields the product C(C)OC(=O)C1=CC=C(C=C1)N1C(=CC=C1CO)C#N (1-(4-ethoxycarbonylphenyl)-5-hydroxymethylpyrrole-2-carbonitrile). As a reaction SMILES: [Si](OC[C:20]1([C:36]#[N:37])[CH2:24][CH:23]=[CH:22][N:21]1[C:25]1[CH:30]=[CH:29][C:28]([C:31]([O:33][CH2:34][CH3:35])=[O:32])=[CH:27][CH:26]=1)(C(C)(C)C)(C1C=CC=CC=1)C1C=CC=CC=1.[F-].C([N+](CCCC)(CCCC)CCCC)CCC.[O:56]1CCC[CH2:57]1>>[CH2:34]([O:33][C:31]([C:28]1[CH:27]=[CH:26][C:25]([N:21]2[C:22]([CH2:57][OH:56])=[CH:23][CH:24]=[C:20]2[C:36]#[N:37])=[CH:30][CH:29]=1)=[O:32])[CH3:35] |f:1.2|. Reported procedure: To a solution of 2-tert-butyldiphenylsilyloxymethyl-1-(4-ethoxycarbonylphenyl)pyrrole-2-carbonitrile (1.9 g) in tetrahydrofuran (19 ml) was added tetrabutylammonium fluoride (5.6 ml, 1M tetrahydrofuran solution) through syringe at ambient temperature. The mixture was stirred for half an hour at the same temperature and concentrated in vacuo. The residue was dissolved in ethyl acetate and the solution was washed with aqueous hydrochloric acid, water and brine, and then dried, and concentrated in ... Starting materials: [BH4-], [BH4-], O=C(OC1CC(CO)C1=O)c1ccccc1, CC(=O)O, [Na+]. Yields the product O=C(OC1CC(CO)C1O)c1ccccc1. RXN SMILES: [BH4-:19].[BH4-:1].[C:3]([c:4]1[cH:5][cH:6][cH:7][cH:8][cH:9]1)(=[O:10])[O:11][CH:12]1[C:13](=[O:18])[CH:14]([CH2:16][OH:17])[CH2:15]1.[CH3:20][C:21](=[O:22])[OH:23].[Na+:2]>>[C:3]([c:4]1[cH:5][cH:6][cH:7][cH:8][cH:9]1)(=[O:10])[O:11][CH:12]1[CH:13]([OH:18])[CH:14]([CH2:16][OH:17])[CH2:15]1.